This data is from the Open Reaction Database (ORD), a public repository of structured organic reaction records. The task is: describe an organic reaction: reactants, conditions, products, and yield Reactants: ClCCl, O=C(O)C(F)(F)F, CC(C)(C)OC(=O)N1CCC2(CCCC(=O)N2)CC1. The product is O=C1CCCC2(CCNCC2)N1. RXN SMILES: [Cl:27][CH2:28][Cl:29].[F:20][C:21]([F:22])([F:23])[C:24]([OH:25])=[O:26].[O:1]=[C:2]1[NH:3][C:4]2([CH2:5][CH2:6][CH2:7]1)[CH2:8][CH2:9][N:10]([C:13]([O:14][C:15]([CH3:16])([CH3:17])[CH3:18])=[O:19])[CH2:11][CH2:12]2>>[O:1]=[C:2]1[NH:3][C:4]2([CH2:5][CH2:6][CH2:7]1)[CH2:8][CH2:9][NH:10][CH2:11][CH2:12]2.